This data is from the Open Reaction Database (ORD), a public repository of structured organic reaction records. The task is: describe an organic reaction: reactants, conditions, products, and yield Reactants: CC(=O)O, CC(C)CN1C(NCc2ccc(Cl)cc2)=CC(=O)N2CCN=C21, O=N[O-], [Na+]. Product: CC(C)CN1C2=NCCN2C(=O)C(N=O)=C1NCc1ccc(Cl)cc1. RXN SMILES: [CH3:28][C:29](=[O:30])[OH:31].[Cl:1][c:2]1[cH:3][cH:4][c:5]([CH2:8][NH:9][C:10]2=[CH:15][C:14](=[O:16])[N:13]3[C:12](=[N:19][CH2:18][CH2:17]3)[N:11]2[CH2:20][CH:21]([CH3:22])[CH3:23])[cH:6][cH:7]1.[N:24](=[O:25])[O-:26].[Na+:27]>>[Cl:1][c:2]1[cH:3][cH:4][c:5]([CH2:8][NH:9][C:10]2=[C:15]([N:24]=[O:25])[C:14](=[O:16])[N:13]3[C:12](=[N:19][CH2:18][CH2:17]3)[N:11]2[CH2:20][CH:21]([CH3:22])[CH3:23])[cH:6][cH:7]1. Starting materials: COC1CN(CCC1NC(=O)C1=CC=CC=C1)C(=O)OC(C)(C)C (1,1-dimethylethyl 3-(methyloxy)-4-[(phenylcarbonyl)amino]-1-piperidinecarboxylate), [OH-].[Na+] (sodium hydroxide). Reported procedure: To a solution of 1,1-dimethylethyl 3-(methyloxy)-4-[(phenylcarbonyl)amino]-1-piperidinecarboxylate D20 (4.0 g) in HCl/1,4-dioxane (30 ml) was stirred at room temperature for overnight. The resulting mixture was dissolved in water (50 ml) and basified with sodium hydroxide to pH 10.0 then extracted with DCM (3×100 ml). The organic layer was dried over anhydrous MgSO4, concentrated in vacuo to desired product D21 as an oil in 500 mg. LCMS [MH+] 235@1.17 and 1.19 (isomers) (5 min run) As a reaction SMILES: [CH3:1][O:2][CH:3]1[CH:8]([NH:9][C:10]([C:12]2[CH:17]=[CH:16][CH:15]=[CH:14][CH:13]=2)=[O:11])[CH2:7][CH2:6][N:5](C(OC(C)(C)C)=O)[CH2:4]1.[OH-].[Na+]>Cl.O1CCOCC1.O>[CH3:1][O:2][CH:3]1[CH:8]([NH:9][C:10](=[O:11])[C:12]2[CH:17]=[CH:16][CH:15]=[CH:14][CH:13]=2)[CH2:7][CH2:6][NH:5][CH2:4]1 |f:1.2,3.4|. The product is COC1CNCCC1NC(C1=CC=CC=C1)=O (N-[3-(methyloxy)-4-piperidinyl]benzamide). Solvent: O (water), Cl.O1CCOCC1 (HCl 1,4-dioxane). Starting materials: O=C1CCCCCN1, CC(=O)OC(C)=O, CC(=O)O, O=C(O)c1ccccc1. The product is O=C1NCCCCC1C(=O)c1ccccc1. Reaction SMILES: [C:17]1(=[O:24])[CH2:18][CH2:19][CH2:20][CH2:21][CH2:22][NH:23]1.[CH3:1][C:2]([O:3][C:4](=[O:5])[CH3:6])=[O:7].[CH3:25][C:26](=[O:27])[OH:28].[OH:8][C:9](=[O:10])[c:11]1[cH:12][cH:13][cH:14][cH:15][cH:16]1>>[C:9](=[O:10])([c:11]1[cH:12][cH:13][cH:14][cH:15][cH:16]1)[CH:18]1[C:17](=[O:24])[NH:23][CH2:22][CH2:21][CH2:20][CH2:19]1.